From a dataset of the Open Reaction Database (ORD), a public repository of structured organic reaction records. describe an organic reaction: reactants, conditions, products, and yield Reactants: [OH-].[Li+] (Lithium hydroxide), COC1=C(C=CC(=N1)C#N)N1C=NC(=C1)C (6-methoxy-5-(4-methyl-1H-imidazol-1-yl)pyridine-2-carbonitrile), O (water). Yields the product COC1=C(C=CC(=N1)C(=O)O)N1C=NC(=C1)C (6-methoxy-5-(4-methyl-1H-imidazol-1-yl)pyridine-2-carboxylic acid). As a reaction SMILES: [OH-:1].[Li+].[CH3:3][O:4][C:5]1[N:10]=[C:9]([C:11]#N)[CH:8]=[CH:7][C:6]=1[N:13]1[CH:17]=[C:16]([CH3:18])[N:15]=[CH:14]1.[OH2:19]>>[CH3:3][O:4][C:5]1[N:10]=[C:9]([C:11]([OH:19])=[O:1])[CH:8]=[CH:7][C:6]=1[N:13]1[CH:17]=[C:16]([CH3:18])[N:15]=[CH:14]1 |f:0.1|. Procedure details: Lithium hydroxide powder (13 g) was added to a suspension of 6-methoxy-5-(4-methyl-1H-imidazol-1-yl)pyridine-2-carbonitrile (52.4 g) in water (464 mL), and the mixture was heated under reflux for three hours. The reaction solution was left to cool to room temperature. The reaction solution was filtered through celite, and the celite was washed with water (100 mL×4). Concentrated hydrochloric acid was added to the filtrate under ice-cooling to adjust the pH to 4 to 5. The precipitated powder was ... The reactants are C[C@H]1N(S(CC1)(=O)=O)CC1=CC=C(C(=O)OC)C=C1 (methyl (R)-4-(3-methyl-1,1-dioxo-1λ6-isothiazolidin-2-ylmethyl)benzoate), C1(CC1)C=1C=C(C(=NC1)N1CCNCC1)C (1-(5-cyclopropyl-3-methylpyridin-2-yl)piperazine). Yields the product C1(CC1)C=1C=C(C(=NC1)N1CCN(CC1)C(=O)C1=CC=C(C=C1)CN1S(CC[C@H]1C)(=O)=O)C ((R)-[4-(5-cyclopropyl-3-methylpyridin-2-yl)piperazin-1-yl][4-(3-methyl-1,1-dioxo-1λ6-isothiazolidin-2-ylmethyl)phenyl]methanone). The yield is 79.6%. As a reaction SMILES: [CH3:1][C@@H:2]1[CH2:6][CH2:5][S:4](=[O:8])(=[O:7])[N:3]1[CH2:9][C:10]1[CH:19]=[CH:18][C:13]([C:14]([O:16]C)=O)=[CH:12][CH:11]=1.[CH:20]1([C:23]2[CH:24]=[C:25]([CH3:35])[C:26]([N:29]3[CH2:34][CH2:33][NH:32][CH2:31][CH2:30]3)=[N:27][CH:28]=2)[CH2:22][CH2:21]1>>[CH:20]1([C:23]2[CH:24]=[C:25]([CH3:35])[C:26]([N:29]3[CH2:30][CH2:31][N:32]([C:14]([C:13]4[CH:12]=[CH:11][C:10]([CH2:9][N:3]5[C@H:2]([CH3:1])[CH2:6][CH2:5][S:4]5(=[O:7])=[O:8])=[CH:19][CH:18]=4)=[O:16])[CH2:33][CH2:34]3)=[N:27][CH:28]=2)[CH2:22][CH2:21]1. Procedure details: Using methyl (R)-4-(3-methyl-1,1-dioxo-1λ6-isothiazolidin-2-ylmethyl)benzoate (79 mg) described in Preparation Example 42 and 1-(5-cyclopropyl-3-methylpyridin-2-yl)piperazine (61 mg) described in Preparation Example 83 and by the reaction and treatment in the same manner as in Example 109, the title compound (104 mg) was obtained. The reactants are ClC1=C(C(=CC=C1)Cl)O (2,6-dichlorophenol), ClS(=O)(=O)N=C=O (chlorosulfonyl isocyanate). Solvent: C1(=CC=CC=C1)C (toluene). Yields the product ClC1=C(C(=CC=C1)Cl)OS(N)(=O)=O (Sulfamic acid 2,6-dichlorophenyl ester). Yield: 71.5%. As a reaction SMILES: [Cl:1][C:2]1[CH:7]=[CH:6][CH:5]=[C:4]([Cl:8])[C:3]=1[OH:9].Cl[S:11]([N:14]=C=O)(=[O:13])=[O:12]>C1(C)C=CC=CC=1>[Cl:1][C:2]1[CH:7]=[CH:6][CH:5]=[C:4]([Cl:8])[C:3]=1[O:9][S:11](=[O:13])(=[O:12])[NH2:14]. Procedure details: This compound was prepared according to the procedure of Example 84 from a mixture of 16.3 g (0.10 mole) of 2,6-dichlorophenol and 9.1 ml (0.105 mole) of chlorosulfonyl isocyanate in 75 ml of toluene to obtain 17.3 g (71%) of the title compound after recrystallization from benzene, mp 114.5°-116° C. Reactants: Cl (hydrochloric acid), COC1=C2CCC(CC2=CC=C1)CN1N=C(C=CC1=O)C(C1=CC=CC=C1)C1=CC=CC=C1 (2-[(1,2,3,4-tetrahydro-5-methoxy-2-naphthyl)methyl]-6-diphenylmethyl-3(2H)-pyridazinone), B(Br)(Br)Br (boron tribromide). Solvent: ClCCl (dichloromethane), ClCCl (dichloromethane). Conditions: time 2.5 hour. The product is OC1=C2CCC(CC2=CC=C1)CN1N=C(C=CC1=O)C(C1=CC=CC=C1)C1=CC=CC=C1 (2-[(1,2,3,4-tetrahydro-5-hydroxy-2-naphthyl)methyl]-6-diphenylmethyl-3(2H)-pyridazinone). The yield is 75.8%. As a reaction SMILES: C[O:2][C:3]1[CH:12]=[CH:11][CH:10]=[C:9]2[C:4]=1[CH2:5][CH2:6][CH:7]([CH2:13][N:14]1[C:19](=[O:20])[CH:18]=[CH:17][C:16]([CH:21]([C:28]3[CH:33]=[CH:32][CH:31]=[CH:30][CH:29]=3)[C:22]3[CH:27]=[CH:26][CH:25]=[CH:24][CH:23]=3)=[N:15]1)[CH2:8]2.B(Br)(Br)Br.Cl>ClCCl>[OH:2][C:3]1[CH:12]=[CH:11][CH:10]=[C:9]2[C:4]=1[CH2:5][CH2:6][CH:7]([CH2:13][N:14]1[C:19](=[O:20])[CH:18]=[CH:17][C:16]([CH:21]([C:28]3[CH:33]=[CH:32][CH:31]=[CH:30][CH:29]=3)[C:22]3[CH:23]=[CH:24][CH:25]=[CH:26][CH:27]=3)=[N:15]1)[CH2:8]2. Reported procedure: To a solution of 2-[(1,2,3,4-tetrahydro-5-methoxy-2-naphthyl)methyl]-6-diphenylmethyl-3(2H)-pyridazinone (0.60 g) in dry dichloromethane (5 ml) was added dropwise 1N boron tribromide in dichloromethane (1.5 ml) under ice bath cooling. The mixture was stirred at the same temperature for 2.5 hours. The mixture was poured into 1N hydrochloric acid and extracted with ethyl acetate. The extract was separated, washed with brine, dried over magnesium sulfate and evaporated in vacuo. The residue was pur...